From a dataset of the Open Reaction Database (ORD), a public repository of structured organic reaction records. describe an organic reaction: reactants, conditions, products, and yield The reactants are CCn1cc(C(=O)OCCOP(=O)(OCc2ccccc2)OCc2ccccc2)c(=O)c2cc(Br)cnc21, CCNC(=O)Nc1cc(-c2nc(C(F)(F)F)cs2)c(B(O)O)cn1, CN(C)C=O, [Na+], [Na+], O=C([O-])[O-], [Pd], c1ccc(P(c2ccccc2)c2ccccc2)cc1, c1ccc(P(c2ccccc2)c2ccccc2)cc1, c1ccc(P(c2ccccc2)c2ccccc2)cc1, c1ccc(P(c2ccccc2)c2ccccc2)cc1. The product is CCNC(=O)Nc1cc(-c2nc(C(F)(F)F)cs2)c(-c2cnc3c(c2)c(=O)c(C(=O)OCCOP(=O)(OCc2ccccc2)OCc2ccccc2)cn3CC)cn1. RXN SMILES: [Br:1][c:2]1[cH:3][c:4]2[c:5](=[O:38])[c:6]([C:14](=[O:15])[O:16][CH2:17][CH2:18][O:19][P:20](=[O:21])([O:22][CH2:23][c:24]3[cH:25][cH:26][cH:27][cH:28][cH:29]3)[O:30][CH2:31][c:32]3[cH:33][cH:34][cH:35][cH:36][cH:37]3)[cH:7][n:8]([CH2:12][CH3:13])[c:9]2[n:10][cH:11]1.[CH2:39]([CH3:40])[NH:41][C:42]([NH:43][c:44]1[cH:45][c:46](-[c:53]2[s:54][cH:55][c:56]([C:58]([F:59])([F:60])[F:61])[n:57]2)[c:47]([B:50]([OH:51])[OH:52])[cH:48][n:49]1)=[O:62].[CH3:69][N:70]([CH3:71])[CH:72]=[O:73].[Na+:63].[Na+:64].[O-:65][C:66](=[O:67])[O-:68].[Pd:74].[c:113]1([P:114]([c:115]2[cH:116][cH:117][cH:118][cH:119][cH:120]2)[c:121]2[cH:122][cH:123][cH:124][cH:125][cH:126]2)[cH:127][cH:128][cH:129][cH:130][cH:131]1.[c:132]1([P:133]([c:134]2[cH:135][cH:136][cH:137][cH:138][cH:139]2)[c:140]2[cH:141][cH:142][cH:143][cH:144][cH:145]2)[cH:146][cH:147][cH:148][cH:149][cH:150]1.[c:75]1([P:76]([c:77]2[cH:78][cH:79][cH:80][cH:81][cH:82]2)[c:83]2[cH:84][cH:85][cH:86][cH:87][cH:88]2)[cH:89][cH:90][cH:91][cH:92][cH:93]1.[c:94]1([P:95]([c:96]2[cH:97][cH:98][cH:99][cH:100][cH:101]2)[c:102]2[cH:103][cH:104][cH:105][cH:106][cH:107]2)[cH:108][cH:109][cH:110][cH:111][cH:112]1>>[c:2]1(-[c:47]2[c:46](-[c:53]3[s:54][cH:55][c:56]([C:58]([F:59])([F:60])[F:61])[n:57]3)[cH:45][c:44]([NH:43][C:42]([NH:41][CH2:39][CH3:40])=[O:62])[n:49][cH:48]2)[cH:3][c:4]2[c:5](=[O:38])[c:6]([C:14](=[O:15])[O:16][CH2:17][CH2:18][O:19][P:20](=[O:21])([O:22][CH2:23][c:24]3[cH:25][cH:26][cH:27][cH:28][cH:29]3)[O:30][CH2:31][c:32]3[cH:33][cH:34][cH:35][cH:36][cH:37]3)[cH:7][n:8]([CH2:12][CH3:13])[c:9]2[n:10][cH:11]1. Starting materials: N1(CCOCC1)C1=CN=CC(=N1)C(=O)O (6-(4-morpholinyl) pyrazine-2-carboxylic acid), NC1=NN=NN1 (5-amino-1H-tetrazole). Run in O1CCCC1 (tetrahydrofuran), C(C)N(CC)CC (triethylamine), C(C(C)(C)C)(=O)Cl (pivaloyl chloride). Yields the product N1(CCOCC1)C1=CN=CC(=N1)C(=O)NC1=NN=NN1 (6-(4-Morpholinyl)-N-(1H-5-tetrazolyl)pyrazine-2-carboxamide). As a reaction SMILES: [N:1]1([C:7]2[N:12]=[C:11]([C:13]([OH:15])=O)[CH:10]=[N:9][CH:8]=2)[CH2:6][CH2:5][O:4][CH2:3][CH2:2]1.[NH2:16][C:17]1[NH:21][N:20]=[N:19][N:18]=1>O1CCCC1.C(N(CC)CC)C.C(Cl)(=O)C(C)(C)C>[N:1]1([C:7]2[N:12]=[C:11]([C:13]([NH:16][C:17]3[NH:21][N:20]=[N:19][N:18]=3)=[O:15])[CH:10]=[N:9][CH:8]=2)[CH2:2][CH2:3][O:4][CH2:5][CH2:6]1. Reported procedure: To a suspension of 2.50 g of 6-(4-morpholinyl) pyrazine-2-carboxylic acid in 50 ml of tetrahydrofuran, 3.60 ml of triethylamine and 1.60 ml of pivaloyl chloride were added dropwise successively at 0° C. under stirring. After stirring for 1 hour at 0° C., 1.12 g of 5-amino-1H-tetrazole was added to the mixture, and the reaction mixture was stirred for 1 hour at room temperature, and then refluxed for 12 hours. The reaction mixture was evaporated, and water was added to the residue. The precipitat... Starting materials: O=C([O-])[O-], OB(O)CCc1ccccc1, ClCCl, Cc1cc(-n2ccc(OS(=O)(=O)C(F)(F)F)cc2=O)sc1C(=O)NCc1ccccc1, [K+], [K+], C1CCOC1, O. Product: Cc1cc(-n2ccc(CCc3ccccc3)cc2=O)sc1C(=O)NCc1ccccc1. As a reaction SMILES: [C:46](=[O:47])([O-:48])[O-:49].[CH2:32]([CH2:33][c:34]1[cH:35][cH:36][cH:37][cH:38][cH:39]1)[B:40]([OH:41])[OH:42].[Cl:43][CH2:44][Cl:45].[F:1][C:2]([F:3])([F:4])[S:5]([O:6][c:7]1[cH:8][c:9](=[O:29])[n:10](-[c:13]2[s:14][c:15]([C:19]([NH:20][CH2:21][c:22]3[cH:23][cH:24][cH:25][cH:26][cH:27]3)=[O:28])[c:16]([CH3:18])[cH:17]2)[cH:11][cH:12]1)(=[O:30])=[O:31].[K+:50].[K+:51].[O:52]1[CH2:53][CH2:54][CH2:55][CH2:56]1.[OH2:57]>>[c:7]1([CH2:32][CH2:33][c:34]2[cH:35][cH:36][cH:37][cH:38][cH:39]2)[cH:8][c:9](=[O:29])[n:10](-[c:13]2[s:14][c:15]([C:19]([NH:20][CH2:21][c:22]3[cH:23][cH:24][cH:25][cH:26][cH:27]3)=[O:28])[c:16]([CH3:18])[cH:17]2)[cH:11][cH:12]1. The reactants are N[C@H](C(=O)O)CC1=CC(=C(C=C1)O)N=[N+]=[N-] ((S)-2-amino-3-(3-azido-4-hydroxy-phenyl)-propionic acid), C1(CCCCC1)N1C(=NC2=C1C=CC(=C2)C(=O)O)C2=COC=C2 (1-Cyclohexyl-2-furan-3-yl-1H-benzoimidazole-5-carboxylic acid). Product: N(=[N+]=[N-])C=1C=C(C=CC1O)C[C@@H](C(=O)O)NC(=O)C1=CC2=C(N(C(=N2)C2=COC=C2)C2CCCCC2)C=C1 ((S)-3-(3-Azido-4-hydroxy-phenyl)-2-{[1-(1-cyclohexyl-2-furan-3-yl-1H-benzimidazol-5-yl)-methanoyl]-amino}-propionic acid). RXN SMILES: [NH2:1][C@@H:2]([CH2:6][C:7]1[CH:12]=[CH:11][C:10]([OH:13])=[C:9]([N:14]=[N+:15]=[N-:16])[CH:8]=1)[C:3]([OH:5])=[O:4].[CH:17]1([N:23]2[C:27]3[CH:28]=[CH:29][C:30]([C:32](O)=[O:33])=[CH:31][C:26]=3[N:25]=[C:24]2[C:35]2[CH:39]=[CH:38][O:37][CH:36]=2)[CH2:22][CH2:21][CH2:20][CH2:19][CH2:18]1>>[N:14]([C:9]1[CH:8]=[C:7]([CH2:6][C@H:2]([NH:1][C:32]([C:30]2[CH:29]=[CH:28][C:27]3[N:23]([CH:17]4[CH2:22][CH2:21][CH2:20][CH2:19][CH2:18]4)[C:24]([C:35]4[CH:39]=[CH:38][O:37][CH:36]=4)=[N:25][C:26]=3[CH:31]=2)=[O:33])[C:3]([OH:5])=[O:4])[CH:12]=[CH:11][C:10]=1[OH:13])=[N+:15]=[N-:16]. Reported procedure: To a solution of 3-amino-L-tyrosine.2HCl.H2O (2.50 g, 8.8 mmol) in 0.5 N HCl (28 mL) at 0° C., an aqueous solution of NaNO2 (0.724 g, 10.5 mmol, in 10 mL H2O) was added slowly. The reaction mixture was stirred for 10 min at 0° C., in the dark, and then a solution of NaN3 (1.43 g, 21.9 mmol, in 10 mL H2O) was added and stirring was continued for 1 h at 0° C. The white solid formed was filtered and dried to give (S)-2-amino-3-(3-azido-4-hydroxy-phenyl)-propionic acid (1.16 g) as of a beige solid. ... The reactants are O.NN (hydrazine monohydrate), C(=O)C1=C(NC(=C1C)C)C(=O)OC (methyl 3-formyl-4,5-dimethylpyrrole-2-carboxylate), ice water. Solvent: C(C)(=O)O (acetic acid). Conditions: temperature 110 celsius, time 2 hour. The product is CC1=C(C=2C(C(NNC2)=O)=N1)C (2,3-dimethyl-6,7-dihydropyrrolo[2,3-d]pyridazin-7-one). The yield is 94.7%. As a reaction SMILES: O.[NH2:2][NH2:3].[CH:4]([C:6]1[C:10]([CH3:11])=[C:9]([CH3:12])[NH:8][C:7]=1[C:13]([O:15]C)=O)=O>C(O)(=O)C>[CH3:12][C:9]1[N:8]=[C:7]2[C:13](=[O:15])[NH:2][NH:3][CH:4]=[C:6]2[C:10]=1[CH3:11] |f:0.1|. Procedure: 1.50 g (0.030 mole) of hydrazine monohydrate were dropwised added slowly to a solution of 4.00 g (0.022 mole) of methyl 3-formyl-4,5-dimethylpyrrole-2-carboxylate in 80 ml of acetic acid at room temperature and the resulting mixture was stirred at 110° C. for 2 hours. After completion of the reaction, the reaction mixture was poured into ice-water. The resulting precipitates were collected by filtration and washed well with water. The precipitates were dissolved in dichloromethane and the soluti... The reactants are CC1=C(C=CC=C1[N+](=O)[O-])CO (2-methyl-3-nitrophenylmethanol), O1CCCC=C1 (dihydropyran), pyridinium salt, CC1=CC=C(C=C1)S(=O)(=O)O (4-methylbenzenesulfonic acid). Reagents/catalysts: [Ni] (Raney nickel). Run in C(Cl)Cl (methylene chloride), C1(=CC=CC=C1)C (toluene). Product: O1C(CCCC1)OCC1=C(C(=CC=C1)[N+](=O)[O-])C (3-nitro-2-methylbenzenemethanol tetrahydropyranyl ether). Yield: 98.4%. As a reaction SMILES: [CH3:1][C:2]1[C:7]([N+:8]([O-:10])=[O:9])=[CH:6][CH:5]=[CH:4][C:3]=1[CH2:11][OH:12].[O:13]1[CH:18]=[CH:17][CH2:16][CH2:15][CH2:14]1.CC1C=CC(S(O)(=O)=O)=CC=1>C(Cl)Cl.C1(C)C=CC=CC=1.[Ni]>[O:13]1[CH2:18][CH2:17][CH2:16][CH2:15][CH:14]1[O:12][CH2:11][C:3]1[CH:4]=[CH:5][CH:6]=[C:7]([N+:8]([O-:10])=[O:9])[C:2]=1[CH3:1]. Procedure details: A solution of 100 g (0.598 mol) of 2-methyl-3-nitrophenylmethanol, 75.5 g (0.897 mol) of dihydropyran, and 15.0 g (0.06 mol) of the pyridinium salt of 4-methylbenzenesulfonic acid in 1 L of methylene chloride was stirred at ambient temperature for 24 hours. The reaction mixture was washed with two portions of 200 mL each of a saturated aqueous solution of sodium chloride, dried with magnesium sulfate, filtered, and the filtrate concentrated under reduced pressure to give a residual oil. The oil ... Reactants: CCC#CCO, [Cl-], CC#CCOc1cc(Cl)ncn1, [H-], [NH4+], [Na+], C1CCOC1. The product is CC#CCOc1cc(OCC#CCC)ncn1. Reaction SMILES: [CH2:3]([C:4]#[C:5][CH2:6][CH3:7])[OH:8].[Cl-:21].[Cl:9][c:10]1[n:11][cH:12][n:13][c:14]([O:16][CH2:17][C:18]#[C:19][CH3:20])[cH:15]1.[H-:1].[NH4+:22].[Na+:2].[O:23]1[CH2:24][CH2:25][CH2:26][CH2:27]1>>[CH2:3]([C:4]#[C:5][CH2:6][CH3:7])[O:8][c:10]1[n:11][cH:12][n:13][c:14]([O:16][CH2:17][C:18]#[C:19][CH3:20])[cH:15]1.